From a dataset of the Open Reaction Database (ORD), a public repository of structured organic reaction records. describe an organic reaction: reactants, conditions, products, and yield The reactants are C(C1=CC=CC=C1)NCCO (N-Benzyl ethanolamine), S(=O)(Cl)Cl (Thionyl chloride). Solvent: C1=CC=CC=C1 (benzene). Reaction conditions: temperature 80 celsius. Yields the product C(C1=CC=CC=C1)NCCCl (N-Benzyl-N-(2-chloroethyl)amine). As a reaction SMILES: [CH2:1]([NH:8][CH2:9][CH2:10]O)[C:2]1[CH:7]=[CH:6][CH:5]=[CH:4][CH:3]=1.S(Cl)([Cl:14])=O>C1C=CC=CC=1>[CH2:1]([NH:8][CH2:9][CH2:10][Cl:14])[C:2]1[CH:7]=[CH:6][CH:5]=[CH:4][CH:3]=1. Procedure details: N-Benzyl ethanolamine (15.1 g, 100 mmol) was stirred in benzene (160 ml) at room temperature. Thionyl chloride (30 ml) was added dropwise over ten minutes. A white precipitate began to form immediately and the reaction mixture was warmed to 80° C. for 30 minutes. After cooling to room temperature the white solid was filtered off, washed with ether and dried. This solid was neutralised with sodium hydroxide solution and extracted with ethylacetate, washed with brine, dried (MgSO4) and evaporated ...